This data is from the Open Reaction Database (ORD), a public repository of structured organic reaction records. The task is: describe an organic reaction: reactants, conditions, products, and yield The reactants are CO, [OH-], [OH-], [Pd+2], CCOC(=O)N1CC2CCN(C(C)c3ccccc3)C2C1. Yields the product CCOC(=O)N1CC2CCNC2C1. Reaction SMILES: [CH3:22][OH:23].[OH-:24].[OH-:26].[Pd+2:25].[c:1]1([CH:2]([CH3:3])[N:9]2[CH2:10][CH2:11][CH:12]3[CH:13]2[CH2:14][N:15]([C:17](=[O:18])[O:19][CH2:20][CH3:21])[CH2:16]3)[cH:4][cH:5][cH:6][cH:7][cH:8]1>>[NH:9]1[CH2:10][CH2:11][CH:12]2[CH:13]1[CH2:14][N:15]([C:17](=[O:18])[O:19][CH2:20][CH3:21])[CH2:16]2. Starting materials: BrC1=NN=C2N1C1=C(C(=NC2CCC)C2=NC=CC=C2)C=C(C=C1)F (1-bromo-8-fluoro-4-propyl-6-(2-pyridyl)-4H-s-triazolo[4,3-a][1,4]benzodiazepine), C(C)N1CCNCC1 (1-ethylpiperazine). The product is FC=1C=CC2=C(C(=NC(C=3N2C(=NN3)N3CCN(CC3)CC)CCC)C3=NC=CC=C3)C1 (8-fluoro-4-propyl-1-(4-ethylpiperazino)-6-(2-pyridyl)-4H-s-triazolo[4,3-a][1,4]benzodiazepine). Reaction SMILES: Br[C:2]1[N:6]2[C:7]3[CH:24]=[CH:23][C:22]([F:25])=[CH:21][C:8]=3[C:9]([C:15]3[CH:20]=[CH:19][CH:18]=[CH:17][N:16]=3)=[N:10][CH:11]([CH2:12][CH2:13][CH3:14])[C:5]2=[N:4][N:3]=1.[CH2:26]([N:28]1[CH2:33][CH2:32][NH:31][CH2:30][CH2:29]1)[CH3:27]>>[F:25][C:22]1[CH:23]=[CH:24][C:7]2[N:6]3[C:2]([N:31]4[CH2:32][CH2:33][N:28]([CH2:26][CH3:27])[CH2:29][CH2:30]4)=[N:3][N:4]=[C:5]3[CH:11]([CH2:12][CH2:13][CH3:14])[N:10]=[C:9]([C:15]3[CH:20]=[CH:19][CH:18]=[CH:17][N:16]=3)[C:8]=2[CH:21]=1. Procedure: In the manner given in Example 1, 1-bromo-8-fluoro-4-propyl-6-(2-pyridyl)-4H-s-triazolo[4,3-a][1,4]benzodiazepine is heated with 1-ethylpiperazine to give 8-fluoro-4-propyl-1-(4-ethylpiperazino)-6-(2-pyridyl)-4H-s-triazolo[4,3-a][1,4]benzodiazepine.